Dataset: the Open Reaction Database (ORD), a public repository of structured organic reaction records. Task: describe an organic reaction: reactants, conditions, products, and yield Starting materials: CC(C)OC(=O)/N=N/C(=O)OC(C)C (diisopropylazodicarboxylate), C1(NC(C2=CC=CC=C12)=O)=O (isoindoline-1,3-dione), C1(=CC=CC=C1)P(C1=CC=CC=C1)C1=CC=CC=C1 (triphenylphosphine), FC1=C(C=CC=C1F)[C@H]1[C@@H](C=2C(=NC=CN2)[C@H](CC1)O)NC(OC(C)(C)C)=O (tert-butyl (5S,6S,9S)-6-(2,3-difluorophenyl)-9-hydroxy-6,7,8,9-tetrahydro-5H-cyclohepta[b]pyrazin-5-ylcarbamate). Run in C(Cl)Cl (methylene chloride), C(C)(=O)OCC.CCCCCC (ethyl acetate hexane). Reaction conditions: time 22 hour. Yields the product FC1=C(C=CC=C1F)[C@H]1[C@@H](C=2C(=NC=CN2)[C@@H](CC1)N1C(C2=CC=CC=C2C1=O)=O)NC(OC(C)(C)C)=O (tert-butyl (5S,6S,9R)-6-(2,3-difluorophenyl)-9-(1,3-dioxoisoindolin-2-yl)-6,7,8,9-tetrahydro-5H-cyclohepta[b]pyrazin-5-ylcarbamate). As a reaction SMILES: [F:1][C:2]1[C:7]([F:8])=[CH:6][CH:5]=[CH:4][C:3]=1[C@@H:9]1[CH2:19][CH2:18][C@H:17](O)[C:12]2=[N:13][CH:14]=[CH:15][N:16]=[C:11]2[C@H:10]1[NH:21][C:22](=[O:28])[O:23][C:24]([CH3:27])([CH3:26])[CH3:25].[C:29]1(=[O:39])[C:37]2[C:32](=[CH:33][CH:34]=[CH:35][CH:36]=2)[C:31](=[O:38])[NH:30]1.C1(P(C2C=CC=CC=2)C2C=CC=CC=2)C=CC=CC=1.CC(OC(/N=N/C(OC(C)C)=O)=O)C>C(Cl)Cl.C(OCC)(=O)C.CCCCCC>[F:1][C:2]1[C:7]([F:8])=[CH:6][CH:5]=[CH:4][C:3]=1[C@@H:9]1[CH2:19][CH2:18][C@@H:17]([N:30]2[C:31](=[O:38])[C:32]3[C:37](=[CH:36][CH:35]=[CH:34][CH:33]=3)[C:29]2=[O:39])[C:12]2=[N:13][CH:14]=[CH:15][N:16]=[C:11]2[C@H:10]1[NH:21][C:22](=[O:28])[O:23][C:24]([CH3:26])([CH3:27])[CH3:25] |f:5.6|. Reported procedure: In an oven-dried 100 mL round-bottomed flask was dissolved tert-butyl (5S,6S,9S)-6-(2,3-difluorophenyl)-9-hydroxy-6,7,8,9-tetrahydro-5H-cyclohepta[b]pyrazin-5-ylcarbamate (35.3 mg, 0.090 mmol) (9, azeotroped with dry benzene) in methylene chloride (3 mL) to give a colorless solution. isoindoline-1,3-dione (26.5 mg, 0.180 mmol) and triphenylphosphine (47.3 mg, 0.180 mmol) were added, followed by diisopropylazodicarboxylate (0.026 mL, 0.135 mmol). The mixture was stirred at rt under nitrogen. Afte... Reactants: [BH4-], CO, N#Cc1ccc(C(=O)C=Cc2cncn2C(c2ccccc2)(c2ccccc2)c2ccccc2)cc1F, [Na+]. Product: N#Cc1ccc(C(O)C=Cc2cncn2C(c2ccccc2)(c2ccccc2)c2ccccc2)cc1F. RXN SMILES: [BH4-:38].[CH3:40][OH:41].[F:1][c:2]1[c:3]([C:4]#[N:5])[cH:6][cH:7][c:8]([C:10]([CH:11]=[CH:12][c:13]2[cH:14][n:15][cH:16][n:17]2[C:18]([c:19]2[cH:20][cH:21][cH:22][cH:23][cH:24]2)([c:25]2[cH:26][cH:27][cH:28][cH:29][cH:30]2)[c:31]2[cH:32][cH:33][cH:34][cH:35][cH:36]2)=[O:37])[cH:9]1.[Na+:39]>>[F:1][c:2]1[c:3]([C:4]#[N:5])[cH:6][cH:7][c:8]([CH:10]([CH:11]=[CH:12][c:13]2[cH:14][n:15][cH:16][n:17]2[C:18]([c:19]2[cH:20][cH:21][cH:22][cH:23][cH:24]2)([c:25]2[cH:26][cH:27][cH:28][cH:29][cH:30]2)[c:31]2[cH:32][cH:33][cH:34][cH:35][cH:36]2)[OH:37])[cH:9]1. Starting materials: O=C1CCOc2ccc(F)cc21, [N-]=[N+]=[N-], [Na+], O, O=S(=O)(O)O. Yields the product O=C1NCCOc2ccc(F)cc21. Reaction SMILES: [F:1][c:2]1[cH:3][c:4]2[c:9]([cH:10][cH:11]1)[O:8][CH2:7][CH2:6][C:5]2=[O:12].[N-:14]=[N+:15]=[N-:16].[Na+:13].[OH2:17].[S:18](=[O:19])(=[O:20])([OH:21])[OH:22]>>[F:1][c:2]1[cH:3][c:4]2[c:9]([cH:10][cH:11]1)[O:8][CH2:7][CH2:6][NH:14][C:5]2=[O:12]. Starting materials: ClC1=CC(N(C2=CC=CC=C12)CCC)=O (4-chloro-1-propylquinolin-2(1H)-one), O.NN (hydrazine monohydrate). The solvent is C(C)O (ethanol). Product: N(N)C1=CC(N(C2=CC=CC=C12)CCC)=O (4-Hydrazino-1-propylquinolin-2(1H)-one). Isolated yield 94.0%. As a reaction SMILES: Cl[C:2]1[C:11]2[C:6](=[CH:7][CH:8]=[CH:9][CH:10]=2)[N:5]([CH2:12][CH2:13][CH3:14])[C:4](=[O:15])[CH:3]=1.O.[NH2:17][NH2:18]>C(O)C>[NH:17]([C:2]1[C:11]2[C:6](=[CH:7][CH:8]=[CH:9][CH:10]=2)[N:5]([CH2:12][CH2:13][CH3:14])[C:4](=[O:15])[CH:3]=1)[NH2:18] |f:1.2|. Reported procedure: In 140 ml of ethanol was dissolved 6.02 g (27 mmol) of 4-chloro-1-propylquinolin-2(1H)-one, and 140 ml of hydrazine monohydrate was added thereto, followed by refluxing for 3 hours. The reaction mixture was concentrated to an about half of its original volume and then allowed to cool to obtain 5.53 g (94%) of the titled compound as a pale yellow crystal. Product: Cc1c(C(=O)NN2CCCCC2)nc(-c2ccc(Cl)cc2Cl)n1-c1ccc(OCCCC(F)(F)F)cc1. As a reaction SMILES: [CH3:45][C:46](=[O:47])[CH3:48].[I:1][CH2:2][CH2:3][CH2:4][C:5]([F:6])([F:7])[F:8].[K+:39].[K+:40].[N:9]1([NH:15][C:16](=[O:17])[c:18]2[n:19][c:20](-[c:31]3[c:32]([Cl:38])[cH:33][c:34]([Cl:37])[cH:35][cH:36]3)[n:21](-[c:24]3[cH:25][cH:26][c:27]([OH:30])[cH:28][cH:29]3)[c:22]2[CH3:23])[CH2:10][CH2:11][CH2:12][CH2:13][CH2:14]1.[O-:41][C:42]([O-:43])=[O:44]>>[CH2:2]([CH2:3][CH2:4][C:5]([F:6])([F:7])[F:8])[O:30][c:27]1[cH:26][cH:25][c:24](-[n:21]2[c:20](-[c:31]3[c:32]([Cl:38])[cH:33][c:34]([Cl:37])[cH:35][cH:36]3)[n:19][c:18]([C:16]([NH:15][N:9]3[CH2:10][CH2:11][CH2:12][CH2:13][CH2:14]3)=[O:17])[c:22]2[CH3:23])[cH:29][cH:28]1. Starting materials: CC(C)=O, FC(F)(F)CCCI, [K+], [K+], Cc1c(C(=O)NN2CCCCC2)nc(-c2ccc(Cl)cc2Cl)n1-c1ccc(O)cc1, O=C([O-])[O-]. Starting materials: BrBr (bromine), C([O-])(O)=O.[Na+] (sodium bicarbonate), CN1N=CC=C1C1=CC=NC=C1 (4-(1-methyl-1H-pyrazole-5-yl)pyridine), CN1N=C(C=C1)C1=CC=NC=C1 (4-(1-methyl-1-H-pyrazole-3-yl)pyridine). Run in C(Cl)(Cl)Cl (chloroform), ClCCl (dichloromethane), C(Cl)(Cl)Cl (chloroform). Conditions: time 5 hour. Product: BrC=1C=NN(C1C1=CC=NC=C1)C (4-(4-bromo-1-methyl-1H-pyrazol-5-yl)pyridine). The yield is 73.0%. As a reaction SMILES: [CH3:1][N:2]1[C:6]([C:7]2[CH:12]=[CH:11][N:10]=[CH:9][CH:8]=2)=[CH:5][CH:4]=[N:3]1.CN1C=CC(C2C=CN=CC=2)=N1.[Br:25]Br.C(=O)(O)[O-].[Na+]>C(Cl)(Cl)Cl.ClCCl>[Br:25][C:5]1[CH:4]=[N:3][N:2]([CH3:1])[C:6]=1[C:7]1[CH:12]=[CH:11][N:10]=[CH:9][CH:8]=1 |f:3.4|. Procedure: To a 3.8:1 isomer mix of 4-(1-methyl-1H-pyrazole-5-yl)pyridine and 4-(1-methyl-1-H-pyrazole-3-yl)pyridine (0.30 g) in 5 mL chloroform cooled in ice, was added a solution of 104 μL bromine in 3 mL chloroform. After 5 h, the mixture was treated with excess saturated aqueous sodium bicarbonate and diluted with dichloromethane. The dichloromethane was washed with 3 portions of saturated aqueous sodium bicarbonate, dried over magnesium sulfate, filtered, and evaporated to yield 0.39 g crude product a... The reactants are ice, CN1CCC(CC1)C1=CC=C(C(=O)N)C=C1 (4-(1-methylpiperidin-4-yl)benzamide), [H-].[Al+3].[Li+].[H-].[H-].[H-] (lithium aluminum hydride). Solvent: O1CCCC1 (tetrahydrofuran), O1CCCC1 (tetrahydrofuran). Run at time 8 hour. Product: CN1CCC(CC1)C1=CC=C(CN)C=C1 (4-(1-methylpiperidin-4-yl)benzylamine). Isolated yield 73.1%. As a reaction SMILES: [CH3:1][N:2]1[CH2:7][CH2:6][CH:5]([C:8]2[CH:16]=[CH:15][C:11]([C:12]([NH2:14])=O)=[CH:10][CH:9]=2)[CH2:4][CH2:3]1.[H-].[Al+3].[Li+].[H-].[H-].[H-]>O1CCCC1>[CH3:1][N:2]1[CH2:7][CH2:6][CH:5]([C:8]2[CH:9]=[CH:10][C:11]([CH2:12][NH2:14])=[CH:15][CH:16]=2)[CH2:4][CH2:3]1 |f:1.2.3.4.5.6|. Procedure details: To an ice cold solution of 4-(1-methylpiperidin-4-yl)benzamide (190 mg, 0.87 mmol) in tetrahydrofuran (5 mL) was added 1.0M lithium aluminum hydride in tetrahydrofuran (1.79 mL, 1.79 mmol) and stirring continued overnight at room temperature. The reaction mixture was quenched by adding sodium sulfate decahydrate until gas evolution ceased. The suspension was filtered through Celite and the filter cake washed with a mixture of ethyl acetate and chloroform (2:1, 50 mL). The filtrate was concentrat... Reactants: CC(C)(C)OC(=O)N1CCN(c2cc3c(cc2F)nc(COc2ccccc2)n3Cc2ccc(OC(F)(F)F)cc2)CC1, O=C([O-])O, [Na+], O, O=C(O)C(F)(F)F. The product is Fc1cc2nc(COc3ccccc3)n(Cc3ccc(OC(F)(F)F)cc3)c2cc1N1CCNCC1. RXN SMILES: [C:1]([O:2][C:3](=[O:4])[N:8]1[CH2:9][CH2:10][N:11]([c:14]2[cH:15][c:16]3[c:17]([n:18][c:19]([CH2:33][O:34][c:35]4[cH:36][cH:37][cH:38][cH:39][cH:40]4)[n:20]3[CH2:21][c:22]3[cH:23][cH:24][c:25]([O:28][C:29]([F:30])([F:31])[F:32])[cH:26][cH:27]3)[cH:41][c:42]2[F:43])[CH2:12][CH2:13]1)([CH3:5])([CH3:6])[CH3:7].[C:51](=[O:52])([OH:53])[O-:54].[Na+:55].[OH2:56].[OH:44][C:45]([C:46]([F:47])([F:48])[F:49])=[O:50]>>[NH:8]1[CH2:9][CH2:10][N:11]([c:14]2[cH:15][c:16]3[c:17]([n:18][c:19]([CH2:33][O:34][c:35]4[cH:36][cH:37][cH:38][cH:39][cH:40]4)[n:20]3[CH2:21][c:22]3[cH:23][cH:24][c:25]([O:28][C:29]([F:30])([F:31])[F:32])[cH:26][cH:27]3)[cH:41][c:42]2[F:43])[CH2:12][CH2:13]1.